This data is from the Open Reaction Database (ORD), a public repository of structured organic reaction records. The task is: describe an organic reaction: reactants, conditions, products, and yield The reactants are Cl (HCl), C(C)(C)(C)OC(=O)N1[C@H]2C[C@H]2C[C@H]1CNC(C(F)(F)F)=O ((1S,3S,5S)-3-[(2,2,2-trifluoro-acetylamino)-methyl]-2-aza-bicyclo[3.1.0]hexane-2-carboxylic acid tert-butyl ester). The solvent is O1CCOCC1 (dioxane), O1CCOCC1 (dioxane). Product: [C@H]12N[C@@H](C[C@@H]2C1)CNC(C(F)(F)F)=O (N-[(1S,3S,5S)-2-aza-bicyclo[3.1.0]hex-3-ylmethyl]-2,2,2-trifluoro-acetamide). Reaction SMILES: Cl.C(OC([N:9]1[C@H:14]([CH2:15][NH:16][C:17](=[O:22])[C:18]([F:21])([F:20])[F:19])[CH2:13][C@H:12]2[C@@H:10]1[CH2:11]2)=O)(C)(C)C>O1CCOCC1>[C@H:10]12[CH2:11][C@H:12]1[CH2:13][C@@H:14]([CH2:15][NH:16][C:17](=[O:22])[C:18]([F:20])([F:21])[F:19])[NH:9]2. Procedure: A solution of HCl in dioxane (4 M, 25 mL) is added to a solution of (1S,3S,5S)-3-[(2,2,2-trifluoro-acetylamino)-methyl]-2-aza-bicyclo[3.1.0]hexane-2-carboxylic acid tert-butyl ester (5.74 mmol) in dioxane (25 mL). After 2 h the solvents are removed in vacuo to give the desired product as a white solid which is used without further purification in the next step. LC-MS (acidic): tR=0.30 min; [M+H]+=209.0. Reactants: SCCC[Si](OCC)(OCC)OCC (3-mercaptopropyl(triethoxy)silane), C(CCCCCCCCCCCCCCC)O (hexadecanol), R—O Si. The reagents and catalysts are CCCCO.CCCCO.CCCCO.CCCCO.[Ti] (tetrabutyl orthotitanate). Solvent: C(C)O (ethanol), C(C)O (Ethanol). Run at temperature 105 celsius. Product: [Si](OCCCCCCCCCCCCCCCC)(OCCCCCCCCCCCCCCCC)(OCCCCCCCCCCCCCCCC)CCCS ((C16H33O)3Si—C3H6—SH). RXN SMILES: [SH:1][CH2:2][CH2:3][CH2:4][Si:5]([O:12][CH2:13][CH3:14])([O:9][CH2:10][CH3:11])[O:6][CH2:7][CH3:8].C(O)C[CH2:17][CH2:18][CH2:19][CH2:20][CH2:21][CH2:22][CH2:23][CH2:24][CH2:25][CH2:26][CH2:27][CH2:28][CH2:29][CH3:30]>CCCCO.CCCCO.CCCCO.CCCCO.[Ti].C(O)C>[Si:5]([CH2:4][CH2:3][CH2:2][SH:1])([O:12][CH2:13][CH2:14][CH2:30][CH2:29][CH2:28][CH2:27][CH2:26][CH2:25][CH2:24][CH2:23][CH2:22][CH2:21][CH2:20][CH2:19][CH2:18][CH3:17])([O:6][CH2:7][CH2:8][CH2:30][CH2:29][CH2:28][CH2:27][CH2:26][CH2:25][CH2:24][CH2:23][CH2:22][CH2:21][CH2:20][CH2:19][CH2:18][CH3:17])[O:9][CH2:10][CH2:11][CH2:30][CH2:29][CH2:28][CH2:27][CH2:26][CH2:25][CH2:24][CH2:23][CH2:22][CH2:21][CH2:20][CH2:19][CH2:18][CH3:17] |f:2.3.4.5.6|. Procedure details: 2002.6 g of 3-mercaptopropyl(triethoxy)silane are mixed with 6108.5 g of hexadecanol as well as with 2 g of tetrabutyl orthotitanate and heated at 95-115° C. for 360 minutes in a 10 liter flask in a distillation apparatus. Ethanol formed in the transesterification is distilled off in vacuo at 15-600 mbar. After cooling, 7022 g of a colourless, solid product are obtained. As can be shown by 1H-NMR and 29Si-NMR, 92% of the EtO—Si groups are replaced by R—O—Si. In the transesterification more than ... The reactants are CCOC(=O)C(C)(C)Br, C1CCOC1, CCN(C(C)C)C(C)C, [I-], Nc1ccc(Cl)c(Cl)c1, [Na+]. RXN SMILES: [CH2:10]([CH3:11])[O:12][C:13]([C:14]([CH3:15])([CH3:16])[Br:17])=[O:18].[CH2:30]1[O:31][CH2:32][CH2:33][CH2:34]1.[CH:19]([N:20]([CH:21]([CH3:22])[CH3:23])[CH2:24][CH3:25])([CH3:26])[CH3:27].[I-:28].[NH2:1][c:2]1[cH:3][cH:4][c:5]([Cl:6])[c:7]([Cl:8])[cH:9]1.[Na+:29]>>[NH:1]([c:2]1[cH:3][cH:4][c:5]([Cl:6])[c:7]([Cl:8])[cH:9]1)[C:14]([C:13]([O:12][CH2:10][CH3:11])=[O:18])([CH3:15])[CH3:16]. The product is CCOC(=O)C(C)(C)Nc1ccc(Cl)c(Cl)c1.